Task: describe an organic reaction: reactants, conditions, products, and yield. Dataset: the Open Reaction Database (ORD), a public repository of structured organic reaction records Starting materials: N1(CCOCC1)CCN (2-morpholin-4-yl-ethylamine), C(C)OC(=O)C=1C(C2=C(N=C(N=C2)S(=O)(=O)C)N(C1)C1CCCCC1)=O (8-cyclohexyl-2-methanesulfonyl-5-oxo-5,8-dihydro-pyrido[2,3-d]pyrimidine-6-carboxylic acid ethyl ester). Yields the product C(C)OC(=O)C=1C(C2=C(N=C(N=C2)NCCN2CCOCC2)N(C1)C1CCCCC1)=O (8-Cyclohexyl-5-oxo-2-(2-morpholin-4-yl-ethylamino)-5,8-dihydro-pyrido[2,3-d]pyrimidine-6-carboxylic acid ethyl ester), solid. The yield is 80.0%. RXN SMILES: [N:1]1([CH2:7][CH2:8][NH2:9])[CH2:6][CH2:5][O:4][CH2:3][CH2:2]1.[CH2:10]([O:12][C:13]([C:15]1[C:16](=[O:35])[C:17]2[CH:22]=[N:21][C:20](S(C)(=O)=O)=[N:19][C:18]=2[N:27]([CH:29]2[CH2:34][CH2:33][CH2:32][CH2:31][CH2:30]2)[CH:28]=1)=[O:14])[CH3:11]>>[CH2:10]([O:12][C:13]([C:15]1[C:16](=[O:35])[C:17]2[CH:22]=[N:21][C:20]([NH:9][CH2:8][CH2:7][N:1]3[CH2:6][CH2:5][O:4][CH2:3][CH2:2]3)=[N:19][C:18]=2[N:27]([CH:29]2[CH2:34][CH2:33][CH2:32][CH2:31][CH2:30]2)[CH:28]=1)=[O:14])[CH3:11]. Procedure: Using the procedure outlined in Example 28 Step F, the title compound was prepared from 2-morpholin-4-yl-ethylamine and 8-cyclohexyl-2-methanesulfonyl-5-oxo-5,8-dihydro-pyrido[2,3-d]pyrimidine-6-carboxylic acid ethyl ester (30 mg, 0.08 mmol). 8-Cyclohexyl-5-oxo-2-(2-morpholin-4-yl-ethylamino)-5,8-dihydro-pyrido[2,3-d]pyrimidine-6-carboxylic acid ethyl ester was obtained as a white solid (25 mg, 80%). Mass Spectrum (LCMS, ESI pos.) Calcd. For C22H31N5O4: 430.24 (M+H). Found: 430.2. The reactants are Cl.C(C1=CC=CC=C1)(=O)N1CCN(CC1)C1=CC=C(C=C1)C(/C=C/C1=CC=C(C=C1)/C=C/C(=O)O)=O ((E)-3-(4-{(E)-3-[4-(4-benzoyl-piperazin-1-yl)-phenyl]-3-oxo-propenyl}-phenyl)-acrylic acid hydrochloride), C=1C=CC2=C(C1)N=NN2O (HOBT), C(CCl)Cl (EDC), TEA, NOC1OCCCC1 (NH2OTHP). Run in C1CCOC1 (THF), CN(C)C=O (DMF). Conditions: time 8 hour. Yields the product C(C1=CC=CC=C1)(=O)N1CCN(CC1)C1=CC=C(C=C1)C(/C=C/C1=CC=C(C=C1)/C=C/C(=O)NO)=O ((E)-3-(4-{(E)-3-[4-(4-benzoyl-piperazin-1-yl)-phenyl]-3-oxo-propenyl}-phenyl)-N-hydroxy acrylamide). Isolated yield 60.0%. RXN SMILES: Cl.[C:2]([N:10]1[CH2:15][CH2:14][N:13]([C:16]2[CH:21]=[CH:20][C:19]([C:22](=[O:36])/[CH:23]=[CH:24]/[C:25]3[CH:30]=[CH:29][C:28](/[CH:31]=[CH:32]/[C:33](O)=[O:34])=[CH:27][CH:26]=3)=[CH:18][CH:17]=2)[CH2:12][CH2:11]1)(=[O:9])[C:3]1[CH:8]=[CH:7][CH:6]=[CH:5][CH:4]=1.C1C=CC2[N:45]([OH:46])N=NC=2C=1.C(Cl)CCl.NOC1CCCCO1>C1COCC1.CN(C=O)C>[C:2]([N:10]1[CH2:15][CH2:14][N:13]([C:16]2[CH:17]=[CH:18][C:19]([C:22](=[O:36])/[CH:23]=[CH:24]/[C:25]3[CH:30]=[CH:29][C:28](/[CH:31]=[CH:32]/[C:33]([NH:45][OH:46])=[O:34])=[CH:27][CH:26]=3)=[CH:20][CH:21]=2)[CH2:12][CH2:11]1)(=[O:9])[C:3]1[CH:4]=[CH:5][CH:6]=[CH:7][CH:8]=1 |f:0.1|. Reported procedure: A mixture of (E)-3-(4-{(E)-3-[4-(4-benzoyl-piperazin-1-yl)-phenyl]-3-oxo-propenyl}-phenyl)-acrylic acid hydrochloride (200 mg, 0.398 mmol), HOBT (107.4 mg, 0.796 mmol), EDC (152 mg, 0.796 mmol), TEA (0.111 ml, 0.796 mmol) and NH2OTHP (56 mg, 0.477 mmol) in THF (5 ml) and DMF (5 ml) was stirred overnight at room temperature and then partitioned between water and AcOEt. The organic phase was dried over Na2SO4 and evaporated in vacuo. The crude mixture was purified by silica gel chromatography (elu...